The task is: describe an organic reaction: reactants, conditions, products, and yield. This data is from the Open Reaction Database (ORD), a public repository of structured organic reaction records. The reactants are BrC1=C(C2=C(N(C=N2)C2OCCCC2)C=C1)OC (5-bromo-4-methoxy-1-(tetrahydro-pyran-2-yl)-1H-benzoimidazole), C(=C\C1=CC=CC=C1)/B(O)O (trans-β-styrene boronic acid), C(=O)([O-])[O-].[Cs+].[Cs+] (Cs2CO3), Pd(II)Cl2(PPh3)2. Solvent: O1CCOCC1 (1,4-dioxane), O (water). Reaction conditions: temperature 100 celsius, time 6 hour. The product is COC1=C(C=CC=2N(C=NC21)C2OCCCC2)C=CC2=CC=CC=C2 (4-methoxy-5-styryl-1-(tetrahydro-pyran-2-yl)-1H-benzoimidazole). The yield is 77.9%. As a reaction SMILES: Br[C:2]1[CH:16]=[CH:15][C:5]2[N:6]([CH:9]3[CH2:14][CH2:13][CH2:12][CH2:11][O:10]3)[CH:7]=[N:8][C:4]=2[C:3]=1[O:17][CH3:18].[CH:19](/B(O)O)=[CH:20]\[C:21]1[CH:26]=[CH:25][CH:24]=[CH:23][CH:22]=1.C([O-])([O-])=O.[Cs+].[Cs+]>O1CCOCC1.O>[CH3:18][O:17][C:3]1[C:4]2[N:8]=[CH:7][N:6]([CH:9]3[CH2:14][CH2:13][CH2:12][CH2:11][O:10]3)[C:5]=2[CH:15]=[CH:16][C:2]=1[CH:19]=[CH:20][C:21]1[CH:26]=[CH:25][CH:24]=[CH:23][CH:22]=1 |f:2.3.4|. Reported procedure: A 1 L three-necked round bottom flask fitted with an overhead stirrer was dried and cooled under a stream of nitrogen then charged with 5-bromo-4-methoxy-1-(tetrahydro-pyran-2-yl)-1H-benzoimidazole (30 g, 0.096 mol, 1.0 equiv.) in 1,4-dioxane (300 mL) and water (60 mL). The mixture was degassed with nitrogen. To the degassed solution at RT was added sequentially trans-β-styrene boronic acid (14.26 g, 0.096 mol, 1.0 equiv.), Cs2CO3 (62.82 g, 0.19 mol, 2.0 equiv.), Pd(II)Cl2(PPh3)2 (3.38 g, 0.004 ... Starting materials: CC(=O)O, O=C1Nc2ccc(I)cc2C1=O, NNS(=O)(=O)c1ccc(O)c(C(=O)O)c1. The product is O=C1Nc2ccc(I)cc2C1=NNS(=O)(=O)c1ccc(O)c(C(=O)O)c1. As a reaction SMILES: [CH3:28][C:29](=[O:30])[OH:31].[I:1][c:2]1[cH:3][c:4]2[c:8]([cH:9][cH:10]1)[NH:7][C:6](=[O:11])[C:5]2=[O:12].[NH:13]([NH2:14])[S:15](=[O:16])(=[O:17])[c:18]1[cH:19][cH:20][c:21]([OH:27])[c:22]([C:23](=[O:24])[OH:25])[cH:26]1>>[I:1][c:2]1[cH:3][c:4]2[c:8]([cH:9][cH:10]1)[NH:7][C:6](=[O:11])[C:5]2=[N:14][NH:13][S:15](=[O:16])(=[O:17])[c:18]1[cH:19][cH:20][c:21]([OH:27])[c:22]([C:23](=[O:24])[OH:25])[cH:26]1. Reactants: [Ag+], CC(C)=O, FC(F)(F)c1cccc(-c2ccc3nnc(CCl)n3n2)c1, O=[N+]([O-])[O-], O. The product is OCc1nnc2ccc(-c3cccc(C(F)(F)F)c3)nn12. Reaction SMILES: [Ag+:31].[CH3:22][C:23]([CH3:24])=[O:25].[Cl:1][CH2:2][c:3]1[n:4][n:5][c:6]2[n:7]1[n:8][c:9](-[c:12]1[cH:13][c:14]([C:18]([F:19])([F:20])[F:21])[cH:15][cH:16][cH:17]1)[cH:10][cH:11]2.[N+:27]([O-:28])([O-:29])=[O:30].[OH2:26]>>[CH2:2]([c:3]1[n:4][n:5][c:6]2[n:7]1[n:8][c:9](-[c:12]1[cH:13][c:14]([C:18]([F:19])([F:20])[F:21])[cH:15][cH:16][cH:17]1)[cH:10][cH:11]2)[OH:25]. Reactants: NC1=CC=C(C=C1)C(C(=O)OC1(CCCCC1)C)C (1-methylcyclohexyl 2-(p-aminophenyl)-propionate), [N+](=O)([O-])C1=CC=C(C=C1)C(C(=O)OC12CC3CC(CC(C1)C3)C2)C (1-adamantyl 2-(p-nitrophenyl)propionate). The product is NC1=CC=C(C=C1)C(C(=O)OC12CC3CC(CC(C1)C3)C2)C (1-adamantyl 2-(p-aminophenyl)propionate). Yield: 99.8%. RXN SMILES: NC1C=CC(C(C)C(OC2(C)CCCCC2)=O)=CC=1.[N+:20]([C:23]1[CH:28]=[CH:27][C:26]([CH:29]([CH3:43])[C:30]([O:32][C:33]23[CH2:42][CH:37]4[CH2:38][CH:39]([CH2:41][CH:35]([CH2:36]4)[CH2:34]2)[CH2:40]3)=[O:31])=[CH:25][CH:24]=1)([O-])=O>>[NH2:20][C:23]1[CH:24]=[CH:25][C:26]([CH:29]([CH3:43])[C:30]([O:32][C:33]23[CH2:42][CH:37]4[CH2:38][CH:39]([CH2:41][CH:35]([CH2:36]4)[CH2:34]2)[CH2:40]3)=[O:31])=[CH:27][CH:28]=1. Reported procedure: Using a method similar to that used in the preparation of 1-methylcyclohexyl 2-(p-aminophenyl)-propionate, 21.4 g of 1-adamantyl 2-(p-nitrophenyl)propionate were reacted to obtain 19.42 g (100% yield) of 1-adamantyl 2-(p-aminophenyl)propionate of a light yellow viscous liquid. Reactants: C(#N)[C@H]1N(CCC1)C(=O)[C@H]1N([C@H]2[C@@H](C[C@@H]1C2)O)C(=O)OC(C)(C)C (tert-Butyl (1R,3S,4S,6R)-3-{[(2S)-2-cyano-1-pyrrolidinyl]carbonyl}-6-hydroxy-2-azabicyclo[2.2.1]heptane-2-carboxylate), C1(=CC=CC=C1)P(CCCCP(C1=CC=CC=C1)C1=CC=CC=C1)C1=CC=CC=C1 (1,4-bis(diphenylphosphino)butane), C(OCC=C)(OCC)=O (allyl ethyl carbonate). The reagents and catalysts are C1=CC=C(C=C1)/C=C/C(=O)/C=C/C2=CC=CC=C2.C1=CC=C(C=C1)/C=C/C(=O)/C=C/C2=CC=CC=C2.C1=CC=C(C=C1)/C=C/C(=O)/C=C/C2=CC=CC=C2.C(Cl)(Cl)Cl.[Pd].[Pd] (tris(dibenzylideneacetone)dipalladium(0)-chloroform adduct). Solvent: O1CCCC1 (tetrahydrofuran). Conditions: temperature 65 celsius, time 4 hour. The product is C(C=C)O[C@@H]1C[C@H]2[C@H](N([C@@H]1C2)C(=O)OC(C)(C)C)C(=O)N2[C@@H](CCC2)C#N (tert-Butyl (1R,3S,4S,6R)-6-allyloxy-3-{[(2S)-2-cyano-1-pyrrolidinyl]carbonyl}-2-azabicyclo[2.2.1]heptane-2-carboxylate). Isolated yield 715.2%. RXN SMILES: [C:1]([C@@H:3]1[CH2:7][CH2:6][CH2:5][N:4]1[C:8]([C@@H:10]1[C@H:15]2[CH2:16][C@H:12]([C@H:13]([OH:17])[CH2:14]2)[N:11]1[C:18]([O:20][C:21]([CH3:24])([CH3:23])[CH3:22])=[O:19])=[O:9])#[N:2].[C:25]1(P(C2C=CC=CC=2)CCCCP(C2C=CC=CC=2)C2C=CC=CC=2)[CH:30]=CC=C[CH:26]=1.C(=O)(OCC)OCC=C>O1CCCC1.C1C=CC(/C=C/C(/C=C/C2C=CC=CC=2)=O)=CC=1.C1C=CC(/C=C/C(/C=C/C2C=CC=CC=2)=O)=CC=1.C1C=CC(/C=C/C(/C=C/C2C=CC=CC=2)=O)=CC=1.C(Cl)(Cl)Cl.[Pd].[Pd]>[CH2:30]([O:17][C@H:13]1[C@H:12]2[CH2:16][C@H:15]([C@@H:10]([C:8]([N:4]3[CH2:5][CH2:6][CH2:7][C@H:3]3[C:1]#[N:2])=[O:9])[N:11]2[C:18]([O:20][C:21]([CH3:24])([CH3:23])[CH3:22])=[O:19])[CH2:14]1)[CH:25]=[CH2:26] |f:4.5.6.7.8.9|. Reported procedure: To a solution of tert-butyl (1R,3S,4S,6R)-3-{[(2S)-2-cyano-1-pyrrolidinyl]carbonyl}-6-hydroxy-2-azabicyclo[2.2.1]heptane-2-carboxylate obtained in Example 5-7 (510 mg) in tetrahydrofuran (5.0 mL), were added 1,4-bis(diphenylphosphino)butane (64.8 mg), tris(dibenzylideneacetone)dipalladium(0)-chloroform adduct (39.3 mg) and allyl ethyl carbonate (0.4 mL). The mixture was stirred at 65° C. for 4 hrs. The resulting mixture was evaporated in vacuo and the residue was chromatographed on silica gel el... Starting materials: [NH4+].[Cl-] (NH4Cl), CC1=C(C(CCC1)(C)C)CCC(C)=O (4-(2,6,6-trimethyl-1-cyclohexen-1-yl)-2-butanone), C(C#C)O (propargyl alcohol), [OH-].[K+] (KOH). The solvent is O (H2O), C1CCOC1 (THF). Conditions: temperature 20 celsius, time 3 hour. The product is CC(C#CCO)(CCC1=C(CCCC1(C)C)C)O (4-methyl-6-(2,6,6-trimethyl-1-cyclohexen-1-yl)-2-hexyn-1,4-diol). The yield is 79.9%. Reaction SMILES: [CH3:1][C:2]1[CH2:7][CH2:6][CH2:5][C:4]([CH3:9])([CH3:8])[C:3]=1[CH2:10][CH2:11][C:12](=[O:14])[CH3:13].[CH2:15]([OH:18])[C:16]#[CH:17].[OH-].[K+].[NH4+].[Cl-]>C1COCC1.O>[CH3:13][C:12]([OH:14])([CH2:11][CH2:10][C:3]1[C:4]([CH3:8])([CH3:9])[CH2:5][CH2:6][CH2:7][C:2]=1[CH3:1])[C:17]#[C:16][CH2:15][OH:18] |f:2.3,4.5|. Reported procedure: A mixture of 4-(2,6,6-trimethyl-1-cyclohexen-1-yl)-2-butanone (107 g, 0.55 mol) and propargyl alcohol (34 g, 0.61 mol) was added dropwise during 1.5 h to a mechanically stirred slurry of powered KOH (Fluka, 230 g, 4.1 mol) in THF (tetrahydrofuran 800 ml) maintained at 20° C. After a further 3 h, the brown mixture was poured into a cold solution of NH4Cl (250 g, 4.7 mol) in H2O (800 ml) and the phases separated. Extraction of the aqueous phase with ether and concentration of the combined organic ...